From a dataset of the Open Reaction Database (ORD), a public repository of structured organic reaction records. describe an organic reaction: reactants, conditions, products, and yield The reactants are Cl (HCl), CC=1C(=C(C(=O)O)C=CC1COC1CNCCC1C1=CC=C(C=C1)OCCCOCC1=C(C=CC=C1)OC)OCCCOC (methyl 4-(4-{4-[3-(2-methoxybenzyloxy)propoxy]phenyl}piperidin-3-yloxymethyl)-2-(3-methoxypropoxy)benzoic acid), [OH-].[Na+] (NaOH). Solvent: CO (methanol). Run at temperature 65 celsius, time 1 hour. Yields the product COC1=C(COCCCOC2=CC=C(C=C2)C2C(CNCC2)OCC2=CC(=C(C(=O)O)C=C2)OCCCOC)C=CC=C1 (4-(4-{4-[3-(2-Methoxybenzyloxy)propoxy]phenyl}piperidin-3-yloxymethyl)-2-(3-methoxypropoxy)benzoic acid), SiO2. RXN SMILES: C[C:2]1[C:3]([O:39][CH2:40][CH2:41][CH2:42][O:43][CH3:44])=[C:4]([CH:8]=[CH:9][C:10]=1[CH2:11][O:12][CH:13]1[CH:18]([C:19]2[CH:24]=[CH:23][C:22]([O:25][CH2:26][CH2:27][CH2:28][O:29][CH2:30][C:31]3[CH:36]=[CH:35][CH:34]=[CH:33][C:32]=3[O:37][CH3:38])=[CH:21][CH:20]=2)[CH2:17][CH2:16][NH:15][CH2:14]1)[C:5]([OH:7])=[O:6].[OH-].[Na+].Cl>CO>[CH3:38][O:37][C:32]1[CH:33]=[CH:34][CH:35]=[CH:36][C:31]=1[CH2:30][O:29][CH2:28][CH2:27][CH2:26][O:25][C:22]1[CH:21]=[CH:20][C:19]([CH:18]2[CH2:17][CH2:16][NH:15][CH2:14][CH:13]2[O:12][CH2:11][C:10]2[CH:9]=[CH:8][C:4]([C:5]([OH:7])=[O:6])=[C:3]([O:39][CH2:40][CH2:41][CH2:42][O:43][CH3:44])[CH:2]=2)=[CH:24][CH:23]=1 |f:1.2|. Reported procedure: The solution of 0.025 g of methyl 4-(4-{4-[3-(2-methoxybenzyloxy)propoxy]phenyl}piperidin-3-yloxymethyl)-2-(3-methoxypropoxy)benzoic acid (Example 29) in 0.200 ml of methanol is admixed with 0.200 ml of 1M NaOH and stirred at 65° C. over 1 hour. The reaction mixture is cooled, admixed with 0.100 ml of 2M HCl and extracted with ethyl acetate (3×2 ml). The organic phases are concentrated by evaporation. The title compound is obtained as a slightly yellowish oil from the residue by means of flash c... Starting materials: C1CCOC1, CCOC(=O)N(Cc1ccccc1)c1cc(Br)nc(N)c1[N+](=O)[O-], CO, [H-], [Na+]. As a reaction SMILES: [CH2:29]1[O:30][CH2:31][CH2:32][CH2:33]1.[CH2:3]([CH3:4])[O:5][C:6]([N:7]([CH2:8][c:9]1[cH:10][cH:11][cH:12][cH:13][cH:14]1)[c:15]1[c:16]([N+:23](=[O:24])[O-:25])[c:17]([NH2:22])[n:18][c:19]([Br:21])[cH:20]1)=[O:26].[CH3:27][OH:28].[H-:1].[Na+:2]>>[CH2:3]([CH3:4])[O:5][C:6]([N:7]([CH2:8][c:9]1[cH:10][cH:11][cH:12][cH:13][cH:14]1)[c:15]1[c:16]([N+:23](=[O:24])[O-:25])[c:17]([NH2:22])[n:18][c:19]([O:28][CH3:27])[cH:20]1)=[O:26]. Yields the product CCOC(=O)N(Cc1ccccc1)c1cc(OC)nc(N)c1[N+](=O)[O-].